Dataset: the Open Reaction Database (ORD), a public repository of structured organic reaction records. Task: describe an organic reaction: reactants, conditions, products, and yield Reactants: O=C([O-])[O-], COc1cc(Br)c(CCC(=O)Nc2ccccc2Cl)c(Br)c1, [Cu]I, [K+], [K+], CN(C)C=O. Yields the product COc1cc(Br)c2c(c1)N(c1ccccc1Cl)C(=O)CC2. Reaction SMILES: [C:23](=[O:24])([O-:25])[O-:26].[Cl:1][c:2]1[c:3]([NH:8][C:9]([CH2:10][CH2:11][c:12]2[c:13]([Br:21])[cH:14][c:15]([O:19][CH3:20])[cH:16][c:17]2[Br:18])=[O:22])[cH:4][cH:5][cH:6][cH:7]1.[Cu:34][I:35].[K+:27].[K+:28].[O:29]=[CH:30][N:31]([CH3:32])[CH3:33]>>[Cl:1][c:2]1[c:3]([N:8]2[C:9](=[O:22])[CH2:10][CH2:11][c:12]3[c:13]([Br:21])[cH:14][c:15]([O:19][CH3:20])[cH:16][c:17]32)[cH:4][cH:5][cH:6][cH:7]1. The reactants are C(CCC)[Li] (butyllithium), S1(=O)(=O)NC(=O)C2=CC=CC=C12 (saccharin). Run in C1CCOC1 (THF). The product is C(CCC)C1=NS(C2=C1C=CC=C2)(=O)=O (3-Butyl-1,2-benzisothiazole-1,1-dioxide). Reaction SMILES: [CH2:1]([Li])[CH2:2][CH2:3][CH3:4].[S:6]1([C:17]2[C:12](=[CH:13][CH:14]=[CH:15][CH:16]=2)[C:10](=O)[NH:9]1)(=[O:8])=[O:7]>C1COCC1>[CH2:1]([C:10]1[C:12]2[CH:13]=[CH:14][CH:15]=[CH:16][C:17]=2[S:6](=[O:7])(=[O:8])[N:9]=1)[CH2:2][CH2:3][CH3:4]. Procedure details: This material was prepared by adding 2 equivalents of butyllithium to saccharin in THF at -78° C., followed by aqueous workup at pH 9 as described in the literature by Abramovitch et al., J. Chem. Soc. Perkin I, 1974, 2589. The reactants are O (water), C([O-])([O-])=O.[K+].[K+] (potassium carbonate), C(C1=CC=CC=C1)Cl (benzyl chloride), OC1=C(C=C(C=O)C=C1F)F (4-hydroxy-3,5-difluorobenzaldehyde). Run in CS(=O)C (dimethylsulfoxide). Yields the product C(C1=CC=CC=C1)OC1=C(C=C(C=O)C=C1F)F (4-benzyloxy-3,5-difluorobenzaldehyde). As a reaction SMILES: [OH:1][C:2]1[C:9]([F:10])=[CH:8][C:5]([CH:6]=[O:7])=[CH:4][C:3]=1[F:11].C(=O)([O-])[O-].[K+].[K+].[CH2:18](Cl)[C:19]1[CH:24]=[CH:23][CH:22]=[CH:21][CH:20]=1.O>CS(C)=O>[CH2:18]([O:1][C:2]1[C:3]([F:11])=[CH:4][C:5]([CH:6]=[O:7])=[CH:8][C:9]=1[F:10])[C:19]1[CH:24]=[CH:23][CH:22]=[CH:21][CH:20]=1 |f:1.2.3|. Procedure: 20 g of 4-hydroxy-3,5-difluorobenzaldehyde are dissolved in dimethylsulfoxide, and potassium carbonate and benzyl chloride are added thereto. After the mixture is stirred at room temperature, water is added thereto. The mixture is extracted with ethyl acetate and evaporated to remove the solvent. The residue is purified by silica gel column chromatography to give 17.4 g of 4-benzyloxy-3,5-difluorobenzaldehyde. Reactants: CC1(C(OP(OC1)(O)=O)C1=C(C=CC=C1)OC)C.N[C@H](CC#C)C1=CC=CC=C1 ((R)-1-amino-1-phenyl-but-3-yne 5,5-dimethyl-2-hydroxy-4-(2-methoxyphenyl)-1,3,2-dioxaphosphorinane 2-oxide), [OH-].[K+] (potassium hydroxide), Cl (hydrogen chloride). Run in C1(=CC=CC=C1)C (toluene). Run at time 0.75 hour. Yields the product Cl.N[C@H](CC#C)C1=CC=CC=C1 ((R)-1-Amino-1-phenyl-but-3-yne hydrochloride salt). As a reaction SMILES: CC1(C)COP(=O)(O)OC1C1C=CC=CC=1OC.[NH2:19][C@@H:20]([C:24]1[CH:29]=[CH:28][CH:27]=[CH:26][CH:25]=1)[CH2:21][C:22]#[CH:23].[OH-].[K+].[ClH:32]>C1(C)C=CC=CC=1>[ClH:32].[NH2:19][C@@H:20]([C:24]1[CH:29]=[CH:28][CH:27]=[CH:26][CH:25]=1)[CH2:21][C:22]#[CH:23] |f:0.1,2.3,6.7|. Reported procedure: Dissolve (RS)-1-amino-1-phenyl-but-3-yne [Zh. Org. Khim. 18(4), 980-983 (1982) A. Mostamandi, L. A. Remizova, A. L. Pavienkova, I. A. Favorskayal] (20.0 g, 138 mmol) and (-)-5,5-dimethyl-2-hydroxy-4-(2-methoxyphenyl)-1,3,2,-dioxaphosphorinane 2-oxide (35.0 g, 129 mmol) in refluxing ethanol (300 mL). Cool the solution to ambient temperature and collect the precipitate by filtration. Rinse the precipitate with a small amount of isopropanol/ethanol (1/1). Two recrystallizations from ethanol gives (... Reactants: O=C(NC(Cc1ccccc1)C(O)C(=O)O)c1cccnc1-n1ccc(-c2ccccc2)n1, NCc1nc2ccccc2o1. Yields the product O=C(NC(Cc1ccccc1)C(O)C(=O)NCc1nc2ccccc2o1)c1cccnc1-n1ccc(-c2ccccc2)n1. Reaction SMILES: [c:1]1([CH2:7][CH:8]([CH:9]([C:10](=[O:11])[OH:12])[OH:13])[NH:14][C:15]([c:16]2[c:17](-[n:22]3[n:23][c:24](-[c:27]4[cH:28][cH:29][cH:30][cH:31][cH:32]4)[cH:25][cH:26]3)[n:18][cH:19][cH:20][cH:21]2)=[O:33])[cH:2][cH:3][cH:4][cH:5][cH:6]1.[o:34]1[c:35]([CH2:43][NH2:44])[n:36][c:37]2[c:38]1[cH:39][cH:40][cH:41][cH:42]2>>[c:1]1([CH2:7][CH:8]([CH:9]([C:10](=[O:12])[NH:44][CH2:43][c:35]2[o:34][c:38]3[c:37]([n:36]2)[cH:42][cH:41][cH:40][cH:39]3)[OH:13])[NH:14][C:15]([c:16]2[c:17](-[n:22]3[n:23][c:24](-[c:27]4[cH:28][cH:29][cH:30][cH:31][cH:32]4)[cH:25][cH:26]3)[n:18][cH:19][cH:20][cH:21]2)=[O:33])[cH:2][cH:3][cH:4][cH:5][cH:6]1. Starting materials: [Li]CCCC, CN1CCCN(C)C1=O, CC(C)NC(C)C, Cl, ICC1CCCC1, O=C(O)Cc1ccc(Oc2ccccc2)cc1, C1CCOC1. Product: O=C(O)C(CC1CCCC1)c1ccc(Oc2ccccc2)cc1. Reaction SMILES: [CH2:8]([Li:9])[CH2:10][CH2:11][CH3:12].[CH3:43][N:44]1[CH2:45][CH2:46][CH2:47][N:48]([CH3:49])[C:50]1=[O:51].[CH:1]([NH:2][CH:3]([CH3:4])[CH3:5])([CH3:6])[CH3:7].[ClH:37].[I:30][CH2:31][CH:32]1[CH2:33][CH2:34][CH2:35][CH2:36]1.[O:13]([c:14]1[cH:15][cH:16][cH:17][cH:18][cH:19]1)[c:20]1[cH:21][cH:22][c:23]([CH2:26][C:27](=[O:28])[OH:29])[cH:24][cH:25]1.[O:38]1[CH2:39][CH2:40][CH2:41][CH2:42]1>>[O:13]([c:14]1[cH:15][cH:16][cH:17][cH:18][cH:19]1)[c:20]1[cH:21][cH:22][c:23]([CH:26]([C:27](=[O:28])[OH:29])[CH2:31][CH:32]2[CH2:33][CH2:34][CH2:35][CH2:36]2)[cH:24][cH:25]1.